From a dataset of the Open Reaction Database (ORD), a public repository of structured organic reaction records. describe an organic reaction: reactants, conditions, products, and yield Reactants: C(C)OC(C1=CC=C(C=C1)C=1SC=C(N1)C(C)(C)NC(C)=O)=O (4-[4-(1-Acetylamino-1-methyl-ethyl)-thiazol-2-yl]-benzoic acid ethyl ester), [OH-].[Na+] (sodium hydroxide). Run in O1CCCC1 (tetrahydrofuran), C(C)O (ethanol). Yields the product C(C)(=O)NC(C)(C)C=1N=C(SC1)C1=CC=C(C(=O)O)C=C1 (4-[4-(1-Acetylamino-1-methyl-ethyl)-thiazol-2-yl]-benzoic acid). Yield: 89.3%. As a reaction SMILES: C([O:3][C:4](=[O:23])[C:5]1[CH:10]=[CH:9][C:8]([C:11]2[S:12][CH:13]=[C:14]([C:16]([NH:19][C:20](=[O:22])[CH3:21])([CH3:18])[CH3:17])[N:15]=2)=[CH:7][CH:6]=1)C.[OH-].[Na+]>O1CCCC1.C(O)C>[C:20]([NH:19][C:16]([C:14]1[N:15]=[C:11]([C:8]2[CH:7]=[CH:6][C:5]([C:4]([OH:23])=[O:3])=[CH:10][CH:9]=2)[S:12][CH:13]=1)([CH3:18])[CH3:17])(=[O:22])[CH3:21] |f:1.2|. Procedure details: 4-[4-(1-Acetylamino-1-methyl-ethyl)-thiazol-2-yl]-benzoic acid ethyl ester (0.13 g, 0.39 mmol) is dissolved in 2 mL tetrahydrofuran and 2 mL ethanol. 2N sodium hydroxide (1.17 mmol, 0.587 mL) is added and the mixture is heated to reflux for 1 hour. The reaction is concentrated to dryness and the resulting residue is dissolved in 95:5 dichloromethane/isopropanol layered with 0.1N HCl. The organics are separated and dried over sodium sulfate, filtered, and concentrated to give 0.106 g of the pure ... The reactants are CC(OCC)=O.[Cl-].[Na+].O (EA brine), BrC1=CC=C(S1)C(=O)NC1=C(C=CC=C1)Cl ((5-bromo(2-thienyl))-N-(2-chlorophenyl)carboxamide), ClC=1C(=CC2=C(N=CS2)C1)B1OC(C(O1)(C)C)(C)C (5-chloro-6-(4,4,5,5-tetramethyl(1,3,2-dioxaborolan-2-yl))benzothiazole), C([O-])([O-])=O.[Na+].[Na+] (sodium carbonate). Reagents/catalysts: [Pd].C1(=CC=CC=C1)P(C1=CC=CC=C1)C1=CC=CC=C1.C1(=CC=CC=C1)P(C1=CC=CC=C1)C1=CC=CC=C1.C1(=CC=CC=C1)P(C1=CC=CC=C1)C1=CC=CC=C1.C1(=CC=CC=C1)P(C1=CC=CC=C1)C1=CC=CC=C1 (tetrakis(triphenylphosphine)-palladium(0)). Isolated yield 67.4%. Yields the product ClC1=C(C=CC=C1)NC(=O)C=1SC(=CC1)C1=CC2=C(N=CS2)C=C1Cl (N-(2-chlorophenyl)[5-(5-chlorobenzothiazol-6-yl)(2-thienyl)]carboxamide). Run at temperature 110 celsius. Reported procedure: A mixture of (5-bromo(2-thienyl))-N-(2-chlorophenyl)carboxamide (7, 19 mg, 0.06 mmol), 5-chloro-6-(4,4,5,5-tetramethyl(1,3,2-dioxaborolan-2-yl))benzothiazole (20) (17 mg, 0.06 mmol), tetrakis(triphenylphosphine)-palladium(0) (Pd(Ph3P)4, 7 mg) and sodium carbonate (19 mg) in 0.5 ml DME, 0.5 ml EtOH and 0.25 ml water was heated under Ar in microwave reactor at 110° C. for 30 min. The reaction mixture was worked up with EA/brine. Org. phase was concentrated and then subjected to silica gel flash ch... Solvent: COCCOC (DME), CCO (EtOH), O (water). Reaction SMILES: Br[C:2]1[S:6][C:5]([C:7]([NH:9][C:10]2[CH:15]=[CH:14][CH:13]=[CH:12][C:11]=2[Cl:16])=[O:8])=[CH:4][CH:3]=1.[Cl:17][C:18]1[C:19](B2OC(C)(C)C(C)(C)O2)=[CH:20][C:21]2[S:25][CH:24]=[N:23][C:22]=2[CH:26]=1.C(=O)([O-])[O-].[Na+].[Na+].CC(=O)OCC.[Cl-].[Na+].O>COCCOC.CCO.O.[Pd].C1(P(C2C=CC=CC=2)C2C=CC=CC=2)C=CC=CC=1.C1(P(C2C=CC=CC=2)C2C=CC=CC=2)C=CC=CC=1.C1(P(C2C=CC=CC=2)C2C=CC=CC=2)C=CC=CC=1.C1(P(C2C=CC=CC=2)C2C=CC=CC=2)C=CC=CC=1>[Cl:16][C:11]1[CH:12]=[CH:13][CH:14]=[CH:15][C:10]=1[NH:9][C:7]([C:5]1[S:6][C:2]([C:19]2[C:18]([Cl:17])=[CH:26][C:22]3[N:23]=[CH:24][S:25][C:21]=3[CH:20]=2)=[CH:3][CH:4]=1)=[O:8] |f:2.3.4,5.6.7.8,12.13.14.15.16|. Starting materials: COCOC=1C=C(C=CC1)B(O)O (3-methoxymethoxyphenylboronic acid), BrC1=CC(=C(C(=O)O)C=C1)C (4-bromo-2-methylbenzoic acid), C([O-])([O-])=O.[K+].[K+] (potassium carbonate). Reagents/catalysts: C=1C=CC(=CC1)[P](C=2C=CC=CC2)(C=3C=CC=CC3)[Pd]([P](C=4C=CC=CC4)(C=5C=CC=CC5)C=6C=CC=CC6)([P](C=7C=CC=CC7)(C=8C=CC=CC8)C=9C=CC=CC9)[P](C=1C=CC=CC1)(C=1C=CC=CC1)C=1C=CC=CC1 (tetrakis(triphenylphosphine)palladium). Solvent: CO (methanol). Yields the product OC=1C=C(C=CC1)C1=CC(=C(C=C1)C(=O)OC)C (Methyl 3′-hydroxy-3-methylbiphenyl-4-carboxylate). RXN SMILES: COC[O:4][C:5]1[CH:6]=[C:7](B(O)O)[CH:8]=[CH:9][CH:10]=1.Br[C:15]1[CH:23]=[CH:22][C:18]([C:19]([OH:21])=[O:20])=[C:17]([CH3:24])[CH:16]=1.[C:25](=O)([O-])[O-].[K+].[K+]>CO.C1C=CC([P]([Pd]([P](C2C=CC=CC=2)(C2C=CC=CC=2)C2C=CC=CC=2)([P](C2C=CC=CC=2)(C2C=CC=CC=2)C2C=CC=CC=2)[P](C2C=CC=CC=2)(C2C=CC=CC=2)C2C=CC=CC=2)(C2C=CC=CC=2)C2C=CC=CC=2)=CC=1>[OH:4][C:5]1[CH:6]=[C:7]([C:15]2[CH:23]=[CH:22][C:18]([C:19]([O:21][CH3:25])=[O:20])=[C:17]([CH3:24])[CH:16]=2)[CH:8]=[CH:9][CH:10]=1 |f:2.3.4,^1:36,38,57,76|. Reported procedure: In a manner similar to that of Example 1(h), by reaction of 5.35 g (29 mmol) of 3-methoxymethoxyphenylboronic acid (described in Example 1(g)) and 5.7 g (26.7 mmol) of 4-bromo-2-methylbenzoic acid with 26.7 mL of 2.0M potassium carbonate and 1.54 g of tetrakis(triphenylphosphine)palladium, followed by deprotection in methanol, the desired product is obtained in the form of a colourless oil (m=3.22 g; Y=50%). The reactants are ClCCCl, Cc1cc(C)nc(NC2CCNC2)c1, ClC(Cl)Cl, Cl, O=C(O)Cc1ccc(OC(F)(F)F)cc1, NN1CCCC1, O, On1nnc2ccccc21. Yields the product Cc1cc(C)nc(NC2CCN(C(=O)Cc3ccc(OC(F)(F)F)cc3)C2)c1. Reaction SMILES: [CH2:36]([Cl:37])[CH2:38][Cl:39].[CH3:7][c:8]1[cH:9][c:10]([NH:15][CH:16]2[CH2:17][NH:18][CH2:19][CH2:20]2)[n:11][c:12]([CH3:14])[cH:13]1.[CH:52]([Cl:53])([Cl:54])[Cl:55].[ClH:40].[F:21][C:22]([O:23][c:24]1[cH:25][cH:26][c:27]([CH2:30][C:31](=[O:32])[OH:33])[cH:28][cH:29]1)([F:34])[F:35].[NH2:1][N:2]1[CH2:3][CH2:4][CH2:5][CH2:6]1.[OH2:51].[OH:41][n:42]1[c:43]2[c:44]([cH:45][cH:46][cH:47][cH:48]2)[n:49][n:50]1>>[CH3:7][c:8]1[cH:9][c:10]([NH:15][CH:16]2[CH2:17][N:18]([C:31]([CH2:30][c:27]3[cH:26][cH:25][c:24]([O:23][C:22]([F:21])([F:34])[F:35])[cH:29][cH:28]3)=[O:32])[CH2:19][CH2:20]2)[n:11][c:12]([CH3:14])[cH:13]1. Starting materials: CC(=O)N1CCc2cc(C(=O)CBr)ccc21, CC(=O)[O-], CCO, [Na+], [Na+], [OH-], O. Yields the product CC(=O)N1CCc2cc(C(=O)CO)ccc21. As a reaction SMILES: [C:1]([CH3:2])(=[O:3])[N:4]1[CH2:5][CH2:6][c:7]2[cH:8][c:9]([C:13]([CH2:14][Br:15])=[O:16])[cH:10][cH:11][c:12]21.[CH3:18][C:19]([O-:20])=[O:21].[CH3:22][CH2:23][OH:24].[Na+:17].[Na+:26].[OH-:25].[OH2:27]>>[C:1]([CH3:2])(=[O:3])[N:4]1[CH2:5][CH2:6][c:7]2[cH:8][c:9]([C:13]([CH2:14][OH:20])=[O:16])[cH:10][cH:11][c:12]21. Starting materials: CC1CNCCN1, CS(=O)(=O)c1ccc(F)cc1, [K+], [K+], O=C([O-])[O-], CN(C)C=O. The product is CC1CN(c2ccc(S(C)(=O)=O)cc2)CCN1. Reaction SMILES: [CH3:12][CH:13]1[NH:14][CH2:15][CH2:16][NH:17][CH2:18]1.[CH3:1][S:2](=[O:3])(=[O:4])[c:5]1[cH:6][cH:7][c:8]([F:11])[cH:9][cH:10]1.[K+:19].[K+:20].[O-:21][C:22]([O-:23])=[O:24].[O:25]=[CH:26][N:27]([CH3:28])[CH3:29]>>[CH3:1][S:2](=[O:3])(=[O:4])[c:5]1[cH:6][cH:7][c:8]([N:17]2[CH2:16][CH2:15][NH:14][CH:13]([CH3:12])[CH2:18]2)[cH:9][cH:10]1. Reactants: C[Si](C)(C)CCOCn1cc(C#N)nc1C(=O)Nc1ccc(S(=O)(=O)N2CCOCC2)cc1C1=CCCCC1, CO, ClCCl, O=C(O)C(F)(F)F. Product: N#Cc1c[nH]c(C(=O)Nc2ccc(S(=O)(=O)N3CCOCC3)cc2C2=CCCCC2)n1. Reaction SMILES: [C:1]1([c:7]2[c:8]([NH:22][C:23](=[O:24])[c:25]3[n:26]([CH2:32][O:33][CH2:34][CH2:35][Si:36]([CH3:37])([CH3:38])[CH3:39])[cH:27][c:28]([C:30]#[N:31])[n:29]3)[cH:9][cH:10][c:11]([S:13](=[O:14])(=[O:15])[N:16]3[CH2:17][CH2:18][O:19][CH2:20][CH2:21]3)[cH:12]2)=[CH:2][CH2:3][CH2:4][CH2:5][CH2:6]1.[CH3:40][OH:41].[Cl:49][CH2:50][Cl:51].[F:42][C:43]([F:44])([F:45])[C:46]([OH:47])=[O:48]>>[C:1]1([c:7]2[c:8]([NH:22][C:23](=[O:24])[c:25]3[nH:26][cH:27][c:28]([C:30]#[N:31])[n:29]3)[cH:9][cH:10][c:11]([S:13](=[O:14])(=[O:15])[N:16]3[CH2:17][CH2:18][O:19][CH2:20][CH2:21]3)[cH:12]2)=[CH:2][CH2:3][CH2:4][CH2:5][CH2:6]1. The reactants are FC(CCCSCCCCCCNCCOC1=CC=C(C=C1)\C(=C(\CC)/C1=CC=CC=C1)\C1=CC=C(C=C1)O)(C(F)(F)F)F ((Z)-4-(1-(4-(2-(6-(4,4,5,5,5-pentafluoropentylthio)hexylamino)ethoxy)phenyl)-2-phenylbut-1-enyl)phenol), OO (hydrogen peroxide). The solvent is O (water), C(C)(=O)O (acetic acid), C(C)(=O)OCC (ethyl acetate). Product: FC(CCCS(=O)CCCCCCNCCOC1=CC=C(C=C1)\C(=C(\CC)/C1=CC=CC=C1)\C1=CC=C(C=C1)O)(C(F)(F)F)F ((Z)-4-(1-(4-(2-(6-(4,4,5,5,5-pentafluoropentylsulfinyl)hexylamino)ethoxy)phenyl)-2-phenylbut-1-enyl)phenol). Reaction SMILES: [F:1][C:2]([F:44])([C:40]([F:43])([F:42])[F:41])[CH2:3][CH2:4][CH2:5][S:6][CH2:7][CH2:8][CH2:9][CH2:10][CH2:11][CH2:12][NH:13][CH2:14][CH2:15][O:16][C:17]1[CH:22]=[CH:21][C:20](/[C:23](/[C:33]2[CH:38]=[CH:37][C:36]([OH:39])=[CH:35][CH:34]=2)=[C:24](\[C:27]2[CH:32]=[CH:31][CH:30]=[CH:29][CH:28]=2)/[CH2:25][CH3:26])=[CH:19][CH:18]=1.[OH:45]O>C(OCC)(=O)C.C(O)(=O)C.O>[F:44][C:2]([F:1])([C:40]([F:41])([F:42])[F:43])[CH2:3][CH2:4][CH2:5][S:6]([CH2:7][CH2:8][CH2:9][CH2:10][CH2:11][CH2:12][NH:13][CH2:14][CH2:15][O:16][C:17]1[CH:22]=[CH:21][C:20](/[C:23](/[C:33]2[CH:38]=[CH:37][C:36]([OH:39])=[CH:35][CH:34]=2)=[C:24](\[C:27]2[CH:28]=[CH:29][CH:30]=[CH:31][CH:32]=2)/[CH2:25][CH3:26])=[CH:19][CH:18]=1)=[O:45]. Procedure: (Z)-4-(1-(4-(2-(6-(4,4,5,5,5-pentafluoropentylthio)hexylamino)ethoxy)phenyl)-2-phenylbut-1-enyl)phenol from the previous reaction is dissolved in ethyl acetate and acetic acid. To this solution is added hydrogen peroxide solution in water. The mixture is stirred until the reaction is complete (TLC). Excess hydrogen peroxide is destroyed by addition of sodium sulfite solution in water. The phases are separated and the aqueous phase is washed with ethyl acetate. The combined organic phases are dri... Solvent: ClC(Cl)Cl (trichloromethane). Starting materials: NC1=C(C=C(C=C1F)N=C=S)F (4-amino-3,5-difluorophenyl isothiocyanate), COC(CN)OC (aminoacetaldehyde dimethyl acetal). The product is NC1=C(C=C(C=C1F)NC(=S)NCC(OC)OC)F (N-(4-amino-3,5-difluorophenyl)-N'-(β,β-dimethoxyethyl)thiourea). Reaction SMILES: [NH2:1][C:2]1[C:7]([F:8])=[CH:6][C:5]([N:9]=[C:10]=[S:11])=[CH:4][C:3]=1[F:12].[CH3:13][O:14][CH:15]([O:18][CH3:19])[CH2:16][NH2:17]>ClC(Cl)Cl>[NH2:1][C:2]1[C:3]([F:12])=[CH:4][C:5]([NH:9][C:10]([NH:17][CH2:16][CH:15]([O:18][CH3:19])[O:14][CH3:13])=[S:11])=[CH:6][C:7]=1[F:8]. Procedure details: A solution of 4-amino-3,5-difluorophenyl isothiocyanate in trichloromethane is treated with an equimolar amount of aminoacetaldehyde dimethyl acetal. The solvent is evaporated, and the residue is recrystallized from ethanol to yield N-(4-amino-3,5-difluorophenyl)-N'-(β,β-dimethoxyethyl)thiourea. A suspension of this thiourea in concentrated sulfuric acid and water (1:4) was refluxed for three hours. The mixture then is cooled and the solid that forms is filtered, washed with water, and dried. Re...